Dataset: the Open Reaction Database (ORD), a public repository of structured organic reaction records. Task: describe an organic reaction: reactants, conditions, products, and yield The reactants are O=S(=O)(Cl)c1ccc(Br)cc1, CC1CN(c2ccc(Cl)c(N)c2)CC(C)N1, ClCCl, c1ccncc1. Product: CC1CN(c2ccc(Cl)c(NS(=O)(=O)c3ccc(Br)cc3)c2)CC(C)N1. RXN SMILES: [Br:17][c:18]1[cH:19][cH:20][c:21]([S:24](=[O:25])(=[O:26])[Cl:27])[cH:22][cH:23]1.[CH3:1][CH:2]1[CH2:3][N:4]([c:9]2[cH:10][cH:11][c:12]([Cl:16])[c:13]([NH2:14])[cH:15]2)[CH2:5][CH:6]([CH3:8])[NH:7]1.[Cl:28][CH2:29][Cl:30].[n:31]1[cH:32][cH:33][cH:34][cH:35][cH:36]1>>[CH3:1][CH:2]1[CH2:3][N:4]([c:9]2[cH:10][cH:11][c:12]([Cl:16])[c:13]([NH:14][S:24]([c:21]3[cH:20][cH:19][c:18]([Br:17])[cH:23][cH:22]3)(=[O:25])=[O:26])[cH:15]2)[CH2:5][CH:6]([CH3:8])[NH:7]1. The product is C(C)(C)(C)[SiH2]OC(C=1OC=C(N1)C=O)(C)C (2-(tert-Butyl-dimethyl-silanyloxymethyl)-oxazole-4-carbaldehyde). The reactants are N#N (N2), CO (MeOH), C(C)OC(=O)C=1N=C(OC1)C(O[SiH2]C(C)(C)C)(C)C (2-(tert-butyl-dimethyl-silanyloxymethyl)-oxazole-4-carboxylic acid ethyl ester), CC(C)C[AlH]CC(C)C (DiBAL). Reaction SMILES: N#N.C([O:5][C:6]([C:8]1[N:9]=[C:10]([C:13]([CH3:21])([CH3:20])[O:14][SiH2:15][C:16]([CH3:19])([CH3:18])[CH3:17])[O:11][CH:12]=1)=O)C.CC(C[AlH]CC(C)C)C.CO>C(Cl)Cl.C1(C)C=CC=CC=1.O>[C:16]([SiH2:15][O:14][C:13]([CH3:21])([CH3:20])[C:10]1[O:11][CH:12]=[C:8]([CH:6]=[O:5])[N:9]=1)([CH3:19])([CH3:17])[CH3:18]. Run in O (H2O), C(Cl)Cl (CH2Cl2), C1(=CC=CC=C1)C (toluene). Conditions: temperature -78 celsius, time 1 hour. Reported procedure: In a flame dried round-bottomed flask equipped with a magnetic stir bar and under inert atmosphere (N2), a solution of 2-(tert-butyl-dimethyl-silanyloxymethyl)-oxazole-4-carboxylic acid ethyl ester (283 mg, 0.99 mmol) in CH2Cl2 (5.0 mL) was treated at −78° C. with DiBAL (1.85 mL of a 1M sol in toluene, 1.85 mmol) and the reaction mixture was stirred for 1 h at −78° C. MeOH (70 μL) and H2O (100 μL) were added and the reaction mixture was allowed to warm to rt. The reaction mixture was filtered, a... The reactants are C(=O)(OC(C)(C)C)N1[C@@H](CCC1)CCOC=1C=NC(=CC1)Cl (3-(2-(1-BOC-2-(S)-pyrrolidinyl)ethoxy)-6-chloropyridine), Cl (HCl). Solvent: C(C)O (ethanol), C(C)O (ethanol). Reaction conditions: time 1 hour. The product is Cl.Cl.N1[C@@H](CCC1)CCOC=1C=NC(=CC1)Cl (3-(2-(2-(S)-pyrrolidinyl)ethoxy)-6-chloropyridine dihydrochloride). RXN SMILES: C([N:8]1[CH2:12][CH2:11][CH2:10][C@H:9]1[CH2:13][CH2:14][O:15][C:16]1[CH:17]=[N:18][C:19]([Cl:22])=[CH:20][CH:21]=1)(OC(C)(C)C)=O.[ClH:23]>C(O)C>[ClH:22].[ClH:23].[NH:8]1[CH2:12][CH2:11][CH2:10][C@H:9]1[CH2:13][CH2:14][O:15][C:16]1[CH:17]=[N:18][C:19]([Cl:22])=[CH:20][CH:21]=1 |f:3.4.5|. Reported procedure: To a solution of 124 mg (0.40 mmol) of the compound from step 104a above in 3 mL of ethanol was added 10 mL of satd HCl in ethanol, and the reaction mixture was stirred for 1 hour at room temperature. The volatiles were removed under vacuum, and the residue was acidified and extracted with methylene chloride. The aqueous solution was made basic and extracted with methylene chloride. The extract was dried over MgSO4 and concentrated. The residue was purified on a column of silica gel, eluting wit... The reactants are hydrochloride salt, CC1=CC=C(C=C1)S(=O)(=O)OCC1OC2=C(C1)C=C(C=C2C2=C(C=CC(=C2)OC)C)F ((±)-[5-fluoro-7-(5-methoxy-2-methylphenyl)-2,3-dihydro-1-benzofuran-2-yl]methyl 4-methylbenzenesulfonate), CN (methylamine). Yields the product FC=1C=C(C2=C(CC(O2)CNC)C1)C1=C(C=CC(=C1)OC)C ((±)-{[5-fluoro-7-(5-methoxy-2-methylphenyl)-2,3-dihydro-1-benzofuran-2-yl]methyl}methylamine). As a reaction SMILES: CC1C=CC(S(O[CH2:12][CH:13]2[CH2:17][C:16]3[CH:18]=[C:19]([F:31])[CH:20]=[C:21]([C:22]4[CH:27]=[C:26]([O:28][CH3:29])[CH:25]=[CH:24][C:23]=4[CH3:30])[C:15]=3[O:14]2)(=O)=O)=CC=1.[CH3:32][NH2:33]>>[F:31][C:19]1[CH:20]=[C:21]([C:22]2[CH:27]=[C:26]([O:28][CH3:29])[CH:25]=[CH:24][C:23]=2[CH3:30])[C:15]2[O:14][CH:13]([CH2:12][NH:33][CH3:32])[CH2:17][C:16]=2[CH:18]=1. Procedure: The title compound was prepared (0.73 g, 50%) following the general procedure of Example 390 as a white solid, hydrochloride salt from (±)-[5-fluoro-7-(5-methoxy-2-methylphenyl)-2,3-dihydro-1-benzofuran-2-yl]methyl 4-methylbenzenesulfonate (0.19 g, 0.40 mmol) and methylamine (0.124 g, 4.0 mmol). mp 173-174° C. Starting materials: COc1ccccc1Oc1ccccc1C(=O)O, Cl, O, c1ccncc1. The product is O=C(O)c1ccccc1Oc1ccccc1O. As a reaction SMILES: [CH3:1][O:2][c:3]1[c:4]([O:5][c:6]2[c:7]([C:8](=[O:9])[OH:10])[cH:11][cH:12][cH:13][cH:14]2)[cH:15][cH:16][cH:17][cH:18]1.[ClH:19].[OH2:26].[n:20]1[cH:21][cH:22][cH:23][cH:24][cH:25]1>>[OH:2][c:3]1[c:4]([O:5][c:6]2[c:7]([C:8](=[O:9])[OH:10])[cH:11][cH:12][cH:13][cH:14]2)[cH:15][cH:16][cH:17][cH:18]1. The reactants are FC(C(=O)O)(F)F (Trifluoroacetic acid), OCCC1=CC=C(OCC[NH+]2CCC3(CN(CCO3)C(=O)C=3N=C(SC3)C)CC2)C=C1 (9-(2-(4-(2-hydroxyethyl)phenoxy)ethyl)-4-(2-methylthiazole-4-carbonyl)-1-oxa-4-aza-9-azoniaspiro[5.5]undecane), CC(=O)OI1(C=2C=CC=CC2C(=O)O1)(OC(=O)C)OC(=O)C (Dess-Martin periodinane), S(=S)(=O)([O-])[O-].[Na+].[Na+] (sodium thiosulphate), C([O-])(O)=O.[Na+] (sodium bicarbonate). The solvent is C(Cl)Cl (DCM), CCOCC (ether). Conditions: time 5 minute. Yields the product CC=1SC=C(N1)C(=O)N1CCOC2(C1)CCN(CC2)CCOC2=CC=C(C=C2)CC=O (2-(4-(2-(4-(2-Methylthiazole-4-carbonyl)-1-oxa-4,9-diazaspiro[5.5]undecan-9-yl)ethoxy)phenyl)acetaldehyde). As a reaction SMILES: FC(F)(F)C(O)=O.[OH:8][CH2:9][CH2:10][C:11]1[CH:38]=[CH:37][C:14]([O:15][CH2:16][CH2:17][NH+:18]2[CH2:36][CH2:35][C:21]3([O:26][CH2:25][CH2:24][N:23]([C:27]([C:29]4[N:30]=[C:31]([CH3:34])[S:32][CH:33]=4)=[O:28])[CH2:22]3)[CH2:20][CH2:19]2)=[CH:13][CH:12]=1.CC(OI1(OC(C)=O)(OC(C)=O)OC(=O)C2C=CC=CC1=2)=O.S([O-])([O-])(=O)=S.[Na+].[Na+].C(=O)(O)[O-].[Na+]>C(Cl)Cl.CCOCC>[CH3:34][C:31]1[S:32][CH:33]=[C:29]([C:27]([N:23]2[CH2:22][C:21]3([CH2:35][CH2:36][N:18]([CH2:17][CH2:16][O:15][C:14]4[CH:37]=[CH:38][C:11]([CH2:10][CH:9]=[O:8])=[CH:12][CH:13]=4)[CH2:19][CH2:20]3)[O:26][CH2:25][CH2:24]2)=[O:28])[N:30]=1 |f:3.4.5,6.7|. Reported procedure: Trifluoroacetic acid (0.04 mL) was added to a solution of 9-(2-(4-(2-hydroxyethyl)phenoxy)ethyl)-4-(2-methylthiazole-4-carbonyl)-1-oxa-4-aza-9-azoniaspiro[5.5]undecane (example 3, step c) (0.22 g) in DCM (3 mL) and the resulting mixture was stirred for 5 min. Dess-Martin periodinane (0.31 g) was then added and the resulting mixture stirred for 5 min. A mixture of saturated sodium thiosulphate solution (0.5 mL), sodium bicarbonate solution (0.5 mL) and ether (5 mL) was then added and the resultin... The reactants are O=C(O)c1ccc(Br)s1, CCOC(=O)Cc1cccc(N)c1. Yields the product CCOC(=O)Cc1cccc(NC(=O)c2ccc(Br)s2)c1. RXN SMILES: [Br:1][c:2]1[cH:3][cH:4][c:5]([C:7](=[O:8])[OH:9])[s:6]1.[CH2:10]([CH3:11])[O:12][C:13]([CH2:14][c:15]1[cH:16][c:17]([NH2:21])[cH:18][cH:19][cH:20]1)=[O:22]>>[Br:1][c:2]1[cH:3][cH:4][c:5]([C:7](=[O:9])[NH:21][c:17]2[cH:16][c:15]([CH2:14][C:13]([O:12][CH2:10][CH3:11])=[O:22])[cH:20][cH:19][cH:18]2)[s:6]1. Reactants: C1COCCN1, O=[N+]([O-])c1ccc(Cl)cc1CO, [K+], [K+], O=C([O-])[O-], CN(C)C=O. Yields the product O=[N+]([O-])c1ccc(N2CCOCC2)cc1CO. Reaction SMILES: [CH2:13]1[CH2:14][O:15][CH2:16][CH2:17][NH:18]1.[Cl:1][c:2]1[cH:3][cH:4][c:5]([N+:10](=[O:11])[O-:12])[c:6]([CH2:7][OH:8])[cH:9]1.[K+:19].[K+:20].[O-:21][C:22]([O-:23])=[O:24].[O:25]=[CH:26][N:27]([CH3:28])[CH3:29]>>[c:2]1([N:18]2[CH2:13][CH2:14][O:15][CH2:16][CH2:17]2)[cH:3][cH:4][c:5]([N+:10](=[O:11])[O-:12])[c:6]([CH2:7][OH:8])[cH:9]1. Reactants: COC1=CC=C(CS[C@H]2C[C@H](N(C2)C(=O)OCC2=CC=C(C=C2)[N+](=O)[O-])C(=O)O)C=C1 ((2S,4S)-4-(4-methoxybenzyl)thio-1-(4-nitrobenzyloxycarbonyl)-L-proline), N,N'-carbonyldiimidazole, O[C@H](CC(=O)N[C@@H]1CNCC1)[C@H](CC1=CC=CC=C1)NC(=O)OCC1=CC=C(C=C1)[N+](=O)[O-] ((3S)-3-[(3R,4S)-3-hydroxy-4-(4-nitrobenzyloxycarbonyl)amino-5-phenylpentanoylamino]pyrrolidine). Solvent: O1CCCC1 (tetrahydrofuran), O1CCCC1 (tetrahydrofuran). Run at temperature 30 celsius, time 30 minute. Yields the product O[C@H](CC(=O)N[C@@H]1CN(CC1)C(=O)[C@H]1N(C[C@H](C1)SCC1=CC=C(C=C1)OC)C(=O)OCC1=CC=C(C=C1)[N+](=O)[O-])[C@H](CC1=CC=CC=C1)NC(=O)OCC1=CC=C(C=C1)[N+](=O)[O-] ((2S,4S)-2-[(3S)-3-[(3R,4S)-3-Hydroxy-4-(4-nitrobenzyloxycarbonyl)amino-5-phenylpentanoylamino]pyrrolidin-1-ylcarbonyl]-4-(4-methoxybenzyl)thio-1-(4-nitrobenzyloxycarbonyl)pyrrolidine). Yield: 48.4%. As a reaction SMILES: [CH3:1][O:2][C:3]1[CH:31]=[CH:30][C:6]([CH2:7][S:8][C@@H:9]2[CH2:13][N:12]([C:14]([O:16][CH2:17][C:18]3[CH:23]=[CH:22][C:21]([N+:24]([O-:26])=[O:25])=[CH:20][CH:19]=3)=[O:15])[C@H:11]([C:27]([OH:29])=O)[CH2:10]2)=[CH:5][CH:4]=1.[OH:32][C@@H:33]([C@@H:43]([NH:51][C:52]([O:54][CH2:55][C:56]1[CH:61]=[CH:60][C:59]([N+:62]([O-:64])=[O:63])=[CH:58][CH:57]=1)=[O:53])[CH2:44][C:45]1[CH:50]=[CH:49][CH:48]=[CH:47][CH:46]=1)[CH2:34][C:35]([NH:37][C@H:38]1[CH2:42][CH2:41][NH:40][CH2:39]1)=[O:36]>O1CCCC1>[OH:32][C@@H:33]([C@@H:43]([NH:51][C:52]([O:54][CH2:55][C:56]1[CH:57]=[CH:58][C:59]([N+:62]([O-:64])=[O:63])=[CH:60][CH:61]=1)=[O:53])[CH2:44][C:45]1[CH:50]=[CH:49][CH:48]=[CH:47][CH:46]=1)[CH2:34][C:35]([NH:37][C@H:38]1[CH2:42][CH2:41][N:40]([C:27]([C@@H:11]2[CH2:10][C@H:9]([S:8][CH2:7][C:6]3[CH:5]=[CH:4][C:3]([O:2][CH3:1])=[CH:31][CH:30]=3)[CH2:13][N:12]2[C:14]([O:16][CH2:17][C:18]2[CH:23]=[CH:22][C:21]([N+:24]([O-:26])=[O:25])=[CH:20][CH:19]=2)=[O:15])=[O:29])[CH2:39]1)=[O:36]. Procedure: To a solution of (2S,4S)-4-(4-methoxybenzyl)thio-1-(4-nitrobenzyloxycarbonyl)-L-proline (2.23 g) in anhydrous tetrahydrofuran (50 ml), N,N'-carbonyldiimidazole (0.97 g) was added, followed by stirring at 30° C. for 30 minutes. To the reaction mixture, a solution of (3S)-3-[(3R,4S)-3-hydroxy-4-(4-nitrobenzyloxycarbonyl)amino-5-phenylpentanoylamino]pyrrolidine (2.28 g) in anhydrous tetrahydrofuran (50 ml) was added. The resulting mixture was treated in a similar manner to that described in Referen...